This data is from the Open Reaction Database (ORD), a public repository of structured organic reaction records. The task is: describe an organic reaction: reactants, conditions, products, and yield The reactants are Cc1ccc(N)c(C)c1Br, C1CCNC1, CC(C)(C)[O-], Cc1ccccc1, Cl, N#N, [Na+]. Yields the product Cc1ccc(N)c(C)c1N1CCCC1. As a reaction SMILES: [Br:1][c:2]1[c:3]([CH3:10])[c:4]([NH2:9])[cH:5][cH:6][c:7]1[CH3:8].[CH2:11]1[CH2:12][CH2:13][NH:14][CH2:15]1.[CH3:16][C:17]([CH3:18])([O-:19])[CH3:20].[CH3:25][c:26]1[cH:27][cH:28][cH:29][cH:30][cH:31]1.[ClH:24].[N:22]#[N:23].[Na+:21]>>[c:2]1([N:14]2[CH2:13][CH2:12][CH2:11][CH2:15]2)[c:3]([CH3:10])[c:4]([NH2:9])[cH:5][cH:6][c:7]1[CH3:8].